Dataset: the Open Reaction Database (ORD), a public repository of structured organic reaction records. Task: describe an organic reaction: reactants, conditions, products, and yield Starting materials: [Br-], CC[Mg+], CN1c2ccccc2CC(=O)c2ccccc21, OCCCCl, I, [Mg], C1CCOC1. As a reaction SMILES: [Br-:1].[CH2:2]([Mg+:3])[CH3:4].[CH3:12][N:13]1[c:14]2[c:15]([cH:25][cH:26][cH:27][cH:28]2)[CH2:16][C:17](=[O:24])[c:18]2[c:19]1[cH:20][cH:21][cH:22][cH:23]2.[Cl:5][CH2:6][CH2:7][CH2:8][OH:9].[I:11].[Mg:10].[O:29]1[CH2:30][CH2:31][CH2:32][CH2:33]1>>[CH2:6]([CH2:7][CH2:8][OH:9])[C:16]1=[CH:17][c:18]2[c:19]([cH:20][cH:21][cH:22][cH:23]2)[N:13]([CH3:12])[c:14]2[c:15]1[cH:25][cH:26][cH:27][cH:28]2. Yields the product CN1c2ccccc2C=C(CCCO)c2ccccc21. Starting materials: C(C)(C)(C)OC(=O)N1CC2=C(CC1)SC(=C2)C(N)=O (5-t-Butoxycarbonyl-2-carbamoyl-4,5,6,7-tetrahydro-thieno[3,2-c]pyridine). Solvent: CO.Cl (hydrochloric acid methanol). Reaction conditions: time 18 hour. Product: C(N)(=O)C1=CC=2CNCCC2S1 (2-carbamoyl-4,5,6,7-tetrahydro-thieno[3,2-c]pyridine). RXN SMILES: C(OC([N:8]1[CH2:13][CH2:12][C:11]2[S:14][C:15]([C:17](=[O:19])[NH2:18])=[CH:16][C:10]=2[CH2:9]1)=O)(C)(C)C>CO.Cl>[C:17]([C:15]1[S:14][C:11]2[CH2:12][CH2:13][NH:8][CH2:9][C:10]=2[CH:16]=1)(=[O:19])[NH2:18] |f:1.2|. Procedure details: 5-t-Butoxycarbonyl-2-carbamoyl-4,5,6,7-tetrahydro-thieno[3,2-c]pyridine (280 mg, 1.0 mmol) was dissolved in hydrochloric acid methanol solution and stirred at room temperature for 18 hours. By evaporating the solvent from the reaction solution under a reduced pressure, crude 2-carbamoyl-4,5,6,7-tetrahydro-thieno[3,2-c]pyridine was obtained. This compound and triethylamine (0.56 ml, 4.0 mmol) and 2a-(4-bromobutyl)-2a,3,4,5-tetrahydro-1H-benz[cd]indol-2-one (290 mg, 0.95 mmol) were stirred at room... Reactants: CC(C)([O-])C.[K+] (Potassium tert.-butoxide), COCCO (2-methoxyethanol), ClC1=NC(=C2N=CN(C2=N1)C1OCCCC1)N (2-chloro-9-(tetrahydro-2H-pyran-2-yl)-9H-purin-6-amine). Reaction conditions: temperature 85 celsius, time 1 hour. Yields the product COCCOC1=NC(=C2N=CN(C2=N1)C1OCCCC1)N (2-{[2-(Methoxy)ethyl]oxy}-9-(tetrahydro-2H-pyran-2-yl)-9H-Purin-6-amine). As a reaction SMILES: CC(C)([O-])C.[K+].Cl[C:8]1[N:16]=[C:15]2[C:11]([N:12]=[CH:13][N:14]2[CH:17]2[CH2:22][CH2:21][CH2:20][CH2:19][O:18]2)=[C:10]([NH2:23])[N:9]=1.[CH3:24][O:25][CH2:26][CH2:27][OH:28]>>[CH3:24][O:25][CH2:26][CH2:27][O:28][C:8]1[N:16]=[C:15]2[C:11]([N:12]=[CH:13][N:14]2[CH:17]2[CH2:22][CH2:21][CH2:20][CH2:19][O:18]2)=[C:10]([NH2:23])[N:9]=1 |f:0.1|. Procedure: Potassium tert.-butoxide (46.5 g, 475 mmol) was added to 2-methoxyethanol (200 mL) in 20 min at room temperature, then 2-chloro-9-(tetrahydro-2H-pyran-2-yl)-9H-purin-6-amine (30 g) was added and the resulted mixture was heated at 80-90° C. for about 3 h. Evaporation of most of the solvent, to the residue was added 100 ml of water, stirred for 1 h at 0° C., filtered and dried. This gave product (30 g, 87%) that was almost identical to that from Intermediate 119, method A.